Dataset: the Open Reaction Database (ORD), a public repository of structured organic reaction records. Task: describe an organic reaction: reactants, conditions, products, and yield Starting materials: TEA, FC1=C(C(=C(C(=C1OC(=O)C=1N=NC(=C(C1)C1=CC=C(C=C1)OC1CCCCC1)CCCC)F)F)F)F (6-butyl-5-(4-cyclohexyloxy-phenyl)-pyridazine-3-carboxylic acid pentafluorophenyl ester), C(C)(C)(C)OC(=O)N1CCC(CC1)(F)C(N)=O (4-carbamoyl-4-fluoro-piperidine-1-carboxylic acid tert-butyl ester). Run in C(C)(=O)OCC (ethyl acetate), C1CCOC1 (THF), C1CCOC1 (THF). Conditions: time 3 hour. Yields the product C(C)(C)(C)OC(=O)N1CCC(CC1)(F)CNC(=O)C=1N=NC(=C(C1)C1=CC=C(C=C1)OC1CCCCC1)CCCC (4-({[6-butyl-5-(4-cyclohexyloxy-phenyl)-pyridazine-3-carbonyl]-amino}-methyl)-4-fluoro-piperidine-1-carboxylic acid tert-butyl ester). As a reaction SMILES: [C:1]([O:5][C:6]([N:8]1[CH2:13][CH2:12][C:11]([C:15](=O)[NH2:16])([F:14])[CH2:10][CH2:9]1)=[O:7])([CH3:4])([CH3:3])[CH3:2].FC1C([O:25][C:26]([C:28]2[N:29]=[N:30][C:31]([CH2:47][CH2:48][CH2:49][CH3:50])=[C:32]([C:34]3[CH:39]=[CH:38][C:37]([O:40][CH:41]4[CH2:46][CH2:45][CH2:44][CH2:43][CH2:42]4)=[CH:36][CH:35]=3)[CH:33]=2)=O)=C(F)C(F)=C(F)C=1F>C1COCC1.C(OCC)(=O)C>[C:1]([O:5][C:6]([N:8]1[CH2:13][CH2:12][C:11]([CH2:15][NH:16][C:26]([C:28]2[N:29]=[N:30][C:31]([CH2:47][CH2:48][CH2:49][CH3:50])=[C:32]([C:34]3[CH:39]=[CH:38][C:37]([O:40][CH:41]4[CH2:42][CH2:43][CH2:44][CH2:45][CH2:46]4)=[CH:36][CH:35]=3)[CH:33]=2)=[O:25])([F:14])[CH2:10][CH2:9]1)=[O:7])([CH3:4])([CH3:3])[CH3:2]. Reported procedure: To a solution of 4-carbamoyl-4-fluoro-piperidine-1-carboxylic acid tert-butyl ester (1.01 mmol, 0.25 g) in THF (4.0 mL), was added BH3:THF (2 mL, 1M solution in THF) and stirred for 12 h. All volatiles were removed under reduced pressure. The residue was taken in DCM (2 mL) and 6-butyl-5-(4-cyclohexyloxy-phenyl)-pyridazine-3-carboxylic acid pentafluorophenyl ester (Example 93, 0.29 mmol, 0.15 g) was added followed by TEA (0.5 mL), and the reaction mixture was stirred at room temperature for 3 h....